Dataset: the Open Reaction Database (ORD), a public repository of structured organic reaction records. Task: describe an organic reaction: reactants, conditions, products, and yield The reactants are C(=O)(O)[O-].[Na+] (NaHCO3), COC1=C(C=CC(=C1)OC)NC(C1=CC=C(C=C1)F)=O (N-(2,4-dimethoxyphenyl)-4-fluorobenzamide), saturated solution, C(=O)(O)[O-].[Na+] (NaHCO3), P12(=S)SP3(=S)SP(=S)(S1)SP(=S)(S2)S3 (phosphorus pentasulphide). The solvent is COCCOC (1,2-dimethoxyethane). Conditions: temperature 85 celsius, time 4 hour. The product is COC1=C(C=CC(=C1)OC)NC(=S)C1=CC=C(C=C1)F (N-(2,4-dimethoxyphenyl)-4-fluorobenzenecarbothioamide). Yield: 48.8%. RXN SMILES: C([O-])(O)=O.[Na+].[CH3:6][O:7][C:8]1[CH:13]=[C:12]([O:14][CH3:15])[CH:11]=[CH:10][C:9]=1[NH:16][C:17](=O)[C:18]1[CH:23]=[CH:22][C:21]([F:24])=[CH:20][CH:19]=1.P12(SP3(SP(SP(S3)(S1)=S)(=S)S2)=S)=[S:27]>COCCOC>[CH3:6][O:7][C:8]1[CH:13]=[C:12]([O:14][CH3:15])[CH:11]=[CH:10][C:9]=1[NH:16][C:17]([C:18]1[CH:23]=[CH:22][C:21]([F:24])=[CH:20][CH:19]=1)=[S:27] |f:0.1|. Procedure details: 11 g (131 mmol; 4 equivalents) of NaHCO3 is added to 9 g (32.7 mmol) of N-(2,4-dimethoxyphenyl)-4-fluorobenzamide dissolved in 350 ml of 1,2-dimethoxyethane. 29 g (65.2 mmol; 2 equivalents) of phosphorus pentasulphide (P2S5) is then added by parts to the reaction medium which is maintained under stirring under an inert atmosphere of argon at 85° C. for 4 hours. 250 ml of a saturated solution of NaHCO3 are then added to the medium then the product is extracted with 3 times 200 ml of ethyl acetate... The reactants are COC(=O)c1ccc(CBr)c([N+](=O)[O-])c1, O=Cc1c(Cl)cccc1Cl, [K+], [K+], O=C([O-])[O-], CN(C)C=O, O, c1ccc(P(c2ccccc2)c2ccccc2)cc1. RXN SMILES: [CH3:1][O:2][C:3]([c:4]1[cH:5][c:6]([N+:12](=[O:13])[O-:14])[c:7]([CH2:10][Br:11])[cH:8][cH:9]1)=[O:15].[Cl:35][c:36]1[c:37]([CH:38]=[O:39])[c:40]([Cl:44])[cH:41][cH:42][cH:43]1.[K+:45].[K+:46].[O-:47][C:48]([O-:49])=[O:50].[O:51]=[CH:52][N:53]([CH3:54])[CH3:55].[OH2:56].[c:16]1([P:17]([c:18]2[cH:19][cH:20][cH:21][cH:22][cH:23]2)[c:24]2[cH:25][cH:26][cH:27][cH:28][cH:29]2)[cH:30][cH:31][cH:32][cH:33][cH:34]1>>[CH3:1][O:2][C:3]([c:4]1[cH:5][c:6]([N+:12](=[O:13])[O-:14])[c:7]([CH:10]=[CH:38][c:37]2[c:36]([Cl:35])[cH:43][cH:42][cH:41][c:40]2[Cl:44])[cH:8][cH:9]1)=[O:15]. The product is COC(=O)c1ccc(C=Cc2c(Cl)cccc2Cl)c([N+](=O)[O-])c1.